This data is from the Open Reaction Database (ORD), a public repository of structured organic reaction records. The task is: describe an organic reaction: reactants, conditions, products, and yield Reactants: 50, ClC1=C(C=C(C=C1)C(C)=O)[N+](=O)[O-] (1-(4-chloro-3-nitrophenyl)ethanone), 40, CN (methanamine). Run in CO (methanol), CO (methanol). The product is 50, CNC1=C(C=C(C=C1)C(C)=O)[N+](=O)[O-] (1-[4-(methylamino)-3-nitrophenyl]ethanone). Yield: 100.0%. Reaction SMILES: Cl[C:2]1[CH:7]=[CH:6][C:5]([C:8](=[O:10])[CH3:9])=[CH:4][C:3]=1[N+:11]([O-:13])=[O:12].[CH3:14][NH2:15]>CO>[CH3:14][NH:15][C:2]1[CH:7]=[CH:6][C:5]([C:8](=[O:10])[CH3:9])=[CH:4][C:3]=1[N+:11]([O-:13])=[O:12]. Reported procedure: (a-1) To a stirred and cooled solution of 50 parts of 1-(4-chloro-3-nitrophenyl)ethanone in 240 parts of methanol was added a solution of 40 parts of methanamine in 160 parts of methanol. The reaction mixture was stirred for 12 hours at 60° C. The reaction mixture was evaporated to dry, yielding 50 parts (100%) of 1-[4-(methylamino)-3-nitrophenyl]ethanone as a residue (int. 87). The reactants are BrC=1C=CC(=C(C(=O)C2=CC=C(C=C2)C)C1)OC (5-bromo-2-methoxy-4'-methylbenzophenone), BrC=1C=CC(=C(C(=O)C2=CC=C(C=C2)C)C1)OC (5-bromo-2-methoxy-4'-methylbenzophenone), B(Br)(Br)Br (boron tribromide). Solvent: ClCCl (dichloromethane). Conditions: time 3 hour. Yields the product BrC=1C=CC(=C(C(=O)C2=CC=C(C=C2)C)C1)O (5-Bromo-2-hydroxy-4'-methylbenzophenone). Reaction SMILES: [Br:1][C:2]1[CH:3]=[CH:4][C:5]([O:17]C)=[C:6]([CH:16]=1)[C:7]([C:9]1[CH:14]=[CH:13][C:12]([CH3:15])=[CH:11][CH:10]=1)=[O:8].B(Br)(Br)Br>ClCCl>[Br:1][C:2]1[CH:3]=[CH:4][C:5]([OH:17])=[C:6]([CH:16]=1)[C:7]([C:9]1[CH:14]=[CH:13][C:12]([CH3:15])=[CH:11][CH:10]=1)=[O:8]. Procedure: To a solution of 190 mg (0.6 mmol) of 5-bromo-2-methoxy-4'-methylbenzophenone (Compound H) in 15 mL of dichloromethane was added 0.9 mL (0.9 mmol) of boron tribromide (1M in dichloromethane) at ambient temperature. The orange solution was stirred at ambient temperature for 3 hours under a blanket of argon. The reaction mixture was cooled to -78° C., quenched with methanol and then extracted between ethyl acetate and sat. NaHCO3 (aq.) solution. The layers were separated and the organic phase was ... Starting materials: CCCC1(C(O)c2cc3cc(F)ccc3n2S(=O)(=O)c2ccccc2)CCN(C(=O)OC(C)(C)C)CC1, ClCCl. Reaction SMILES: [C:1]([CH3:2])([CH3:3])([CH3:4])[O:5][C:6](=[O:7])[N:8]1[CH2:9][CH2:10][C:11]([CH2:14][CH2:15][CH3:16])([CH:17]([OH:18])[c:19]2[n:20]([S:29](=[O:30])(=[O:31])[c:32]3[cH:33][cH:34][cH:35][cH:36][cH:37]3)[c:21]3[cH:22][cH:23][c:24]([F:28])[cH:25][c:26]3[cH:27]2)[CH2:12][CH2:13]1.[Cl:38][CH2:39][Cl:40]>>[C:1]([CH3:2])([CH3:3])([CH3:4])[O:5][C:6](=[O:7])[N:8]1[CH2:9][CH2:10][C:11]([CH2:14][CH2:15][CH3:16])([C:17](=[O:18])[c:19]2[n:20]([S:29](=[O:30])(=[O:31])[c:32]3[cH:33][cH:34][cH:35][cH:36][cH:37]3)[c:21]3[cH:22][cH:23][c:24]([F:28])[cH:25][c:26]3[cH:27]2)[CH2:12][CH2:13]1. Product: CCCC1(C(=O)c2cc3cc(F)ccc3n2S(=O)(=O)c2ccccc2)CCN(C(=O)OC(C)(C)C)CC1.